From a dataset of the Open Reaction Database (ORD), a public repository of structured organic reaction records. describe an organic reaction: reactants, conditions, products, and yield The reactants are C(C)O[C@H](C(=O)O)CC=1C=CC2=C(C=C(O2)CC=2N=C(OC2C)C2=CC=CC=C2)C1 ((S)-2-Ethoxy-3-{2-[(5-methyl-2-phenyl-4-oxazolyl) methyl]benzofuran-5-yl}propanoic acid), C(C)O[C@@H](CC=1C=CC2=C(C=C(O2)CC=2N=C(OC2C)C2=CC=CC=C2)C1)C(=O)N1C(OC[C@@H]1CC1=CC=CC=C1)=O (5-{(S)-2-Ethoxy-3-[(S)-4-benzyl-2-oxo-3-oxazolidinyl]-3-oxopropyl}-2-[(5-methyl-2-phenyl-4-oxazolyl) methyl]benzofuran), [OH-].[Li+] (lithium hydroxide). The solvent is O1CCCC1 (tetrahydrofuran). Conditions: temperature 0 celsius. Yields the product C(C)O[C@@H](C(=O)O)CC=1C=CC2=C(C=C(O2)CC=2N=C(OC2C)C2=CC=CC=C2)C1 ((R)-2-Ethoxy-3-{2-[(5-methyl-2-phenyl-4-oxazolyl) methyl]benzofuran-5-yl}propanoic acid). RXN SMILES: [CH2:1]([O:3][C@@H:4]([CH2:8][C:9]1[CH:10]=[CH:11][C:12]2[O:16][C:15]([CH2:17][C:18]3[N:19]=[C:20]([C:24]4[CH:29]=[CH:28][CH:27]=[CH:26][CH:25]=4)[O:21][C:22]=3[CH3:23])=[CH:14][C:13]=2[CH:30]=1)[C:5]([OH:7])=[O:6])[CH3:2].C(O[C@H](C(N1[C@@H](CC2C=CC=CC=2)COC1=O)=O)CC1C=CC2OC(CC3N=C(C4C=CC=CC=4)OC=3C)=CC=2C=1)C.[OH-].[Li+]>O1CCCC1>[CH2:1]([O:3][C@H:4]([CH2:8][C:9]1[CH:10]=[CH:11][C:12]2[O:16][C:15]([CH2:17][C:18]3[N:19]=[C:20]([C:24]4[CH:29]=[CH:28][CH:27]=[CH:26][CH:25]=4)[O:21][C:22]=3[CH3:23])=[CH:14][C:13]=2[CH:30]=1)[C:5]([OH:7])=[O:6])[CH3:2] |f:2.3|. Reported procedure: (S)-2-Ethoxy-3-{2-[(5-methyl-2-phenyl-4-oxazolyl) methyl]benzofuran-5-yl}propanoic acid. 5-{(S)-2-Ethoxy-3-[(S)-4-benzyl-2-oxo-3-oxazolidinyl]-3-oxopropyl}-2-[(5-methyl-2-phenyl-4-oxazolyl) methyl]benzofuran (0.15 g, 0.26 mmol) was dissolved in tetrahydrofuran (5 ml). The solution was cooled to 0° C. and 0.5N lithium hydroxide (1.1 ml, 0.52 mmol) was added. After 15 minutes the bulk of the ethanol was removed, the residue was acidified with 1N HCl, diluted with water and extracted with ethyl ace... Reactants: CCOC(=O)/N=N/C(=O)OCC (Diethylazodicarboxylate), OCC1(C(CCCC1)=O)C (2-Hydroxymethyl-2-methylcyclohexanone), OC1=CC=C(CC#N)C=C1 (4-hydroxybenzyl cyanide), C1(=CC=CC=C1)P(C1=CC=CC=C1)C1=CC=CC=C1 (triphenylphosphine). Run in C1=CC=CC=C1 (benzene), [OH-].[Na+] (NaOH). The product is CC1(C(CCCC1)=O)COC1=CC=C(C=C1)CC#N (2-methyl-2-[[4-(cyanomethyl)phenoxy]methyl]cyclohexanone). The yield is 65.0%. RXN SMILES: [OH:1][CH2:2][C:3]1([CH3:10])[CH2:8][CH2:7][CH2:6][CH2:5][C:4]1=[O:9].O[C:12]1[CH:20]=[CH:19][C:15]([CH2:16][C:17]#[N:18])=[CH:14][CH:13]=1.C1(P(C2C=CC=CC=2)C2C=CC=CC=2)C=CC=CC=1.CCOC(/N=N/C(OCC)=O)=O>C1C=CC=CC=1.[OH-].[Na+]>[CH3:10][C:3]1([CH2:2][O:1][C:12]2[CH:20]=[CH:19][C:15]([CH2:16][C:17]#[N:18])=[CH:14][CH:13]=2)[CH2:8][CH2:7][CH2:6][CH2:5][C:4]1=[O:9] |f:5.6|. Reported procedure: 2-Hydroxymethyl-2-methylcyclohexanone [Pearson et al., J. Chem. Soc. Perkin I, 2774, 2778 (1980)] (3.7 g), 4-hydroxybenzyl cyanide (4.49 g) and triphenylphosphine (8.86 g) were dissolved in benzene (100 mL) and cooled in ice under a nitrogen atmosphere. Diethylazodicarboxylate (5.3 mL) was added dropwise and the mixture was allowed to warm to room temperature. The reaction was then refluxed overnight. After cooling to room temperature, the reaction mixture was diluted with 25% aqueous NaOH and e... Reactants: CS(=O)(=O)OCCCCCCC1=CC=CC=C1 (6-phenylhex-1-yl methylsulfonate), [I-].[Na+] (sodium iodide). Solvent: CC(=O)C (acetone). The product is C1(=CC=CC=C1)CCCCCCI (6-phenyl-1-hexyl iodide). As a reaction SMILES: CS(O[CH2:6][CH2:7][CH2:8][CH2:9][CH2:10][CH2:11][C:12]1[CH:17]=[CH:16][CH:15]=[CH:14][CH:13]=1)(=O)=O.[I-:18].[Na+]>CC(C)=O>[C:12]1([CH2:11][CH2:10][CH2:9][CH2:8][CH2:7][CH2:6][I:18])[CH:17]=[CH:16][CH:15]=[CH:14][CH:13]=1 |f:1.2|. Procedure details: To 6-phenylhex-1-yl methylsulfonate (4.55 g; 17.3 mmol) dissolved in acetone (100 ml) is added sodium iodide (2.5 g; 173 mmol) and the reaction mixture is heated 2 hours at reflux. The reaction mixture is then concentrated to dryness and partitioned between ether and water. The organic phase is separated, dried, concentrated to dryness and purified with silica chromatography using 10 EtOAc/90 petroleum ether to give 6-phenyl-1-hexyl iodide as a colorless oil which is used directly in Step F.